This data is from the Open Reaction Database (ORD), a public repository of structured organic reaction records. The task is: describe an organic reaction: reactants, conditions, products, and yield Reactants: C(C)(C)(C)OC(NC1CCNCC1)=O (Piperidin-4-yl-carbamic acid tert-butyl ester), ClC1=NC=CC=C1C(F)(F)F (2-chloro-3-trifluoromethyl-pyridine). Product: FC(C=1C(=NC=CC1)N1CCC(CC1)N)(F)F (1-(3-Trifluoromethylpyridin-2-yl)piperidine-4-ylamine). RXN SMILES: C(OC(=O)[NH:7][CH:8]1[CH2:13][CH2:12][NH:11][CH2:10][CH2:9]1)(C)(C)C.Cl[C:16]1[C:21]([C:22]([F:25])([F:24])[F:23])=[CH:20][CH:19]=[CH:18][N:17]=1>>[F:23][C:22]([F:25])([F:24])[C:21]1[C:16]([N:11]2[CH2:10][CH2:9][CH:8]([NH2:7])[CH2:13][CH2:12]2)=[N:17][CH:18]=[CH:19][CH:20]=1. Procedure details: The title compound was prepared from D7 and 2-chloro-3-trifluoromethyl-pyridine using the procedure outlined for Descriptions D11 and D12. The reactants are ClC1=C(C=C(C=C1)O)C(C(C(F)(F)F)(O)C=1C=CC2=C(N(C(CO2)=O)C)C1)C (6-[2-(2-Chloro-5-hydroxy-phenyl)-1-hydroxy-1-trifluoromethyl-propyl]-4-methyl-4H-benzo[1,4]oxazin-3-one), ClC=1C=C(C=CC1C(=O)OC)B(O)O (3-chloro-4-methoxycarbonylphenylboronic acid). The reagents and catalysts are C(C)(=O)[O-].[Cu+2].C(C)(=O)[O-] (copper-(II)-acetate). Run in N1=CC=CC=C1 (pyridine). Product: COC(C1=C(C=C(C=C1)OC1=CC(=C(C=C1)Cl)C(C(C(F)(F)F)(C=1C=CC2=C(N(C(CO2)=O)C)C1)O)C)Cl)=O (2-Chloro-4-{4-chloro-3-[3,3,3-trifluoro-2-hydroxy-1-methyl-2-(4-methyl-3-oxo-3,4-dihydro-2H-benzo[1,4]oxazin-6-yl)-propyl]-phenoxy}-benzoic acid methyl ester). As a reaction SMILES: [Cl:1][C:2]1[CH:7]=[CH:6][C:5]([OH:8])=[CH:4][C:3]=1[CH:9]([CH3:28])[C:10]([C:16]1[CH:17]=[CH:18][C:19]2[O:24][CH2:23][C:22](=[O:25])[N:21]([CH3:26])[C:20]=2[CH:27]=1)([OH:15])[C:11]([F:14])([F:13])[F:12].[Cl:29][C:30]1[CH:31]=[C:32](B(O)O)[CH:33]=[CH:34][C:35]=1[C:36]([O:38][CH3:39])=[O:37]>C([O-])(=O)C.[Cu+2].C([O-])(=O)C.N1C=CC=CC=1>[CH3:39][O:38][C:36](=[O:37])[C:35]1[CH:34]=[CH:33][C:32]([O:8][C:5]2[CH:6]=[CH:7][C:2]([Cl:1])=[C:3]([CH:9]([CH3:28])[C:10]([OH:15])([C:16]3[CH:17]=[CH:18][C:19]4[O:24][CH2:23][C:22](=[O:25])[N:21]([CH3:26])[C:20]=4[CH:27]=3)[C:11]([F:12])([F:13])[F:14])[CH:4]=2)=[CH:31][C:30]=1[Cl:29] |f:2.3.4|. Procedure details: In analogy to Example 5, 6-[2-(2-chloro-5-hydroxy-phenyl)-1-hydroxy-1-trifluoromethyl-propyl]-4-methyl-4H-benzo[1,4]oxazin-3-one (Example 1, step 4) was reacted with 3-chloro-4-methoxycarbonylphenylboronic acid, copper-(II)-acetate and pyridine to give the title compound as a colorless foam. MS (m/e)=585.9 [M+H+]. The product is COC1CC(c2ccccc2)C(OC)O1. Reactants: CCOC(C)=O, COC1C=C(c2ccccc2)C(OC)O1. RXN SMILES: [CH3:16][CH2:17][O:18][C:19]([CH3:20])=[O:21].[CH3:1][O:2][CH:3]1[O:4][CH:5]([O:14][CH3:15])[CH:6]=[C:7]1[c:8]1[cH:9][cH:10][cH:11][cH:12][cH:13]1>>[CH3:1][O:2][CH:3]1[O:4][CH:5]([O:14][CH3:15])[CH2:6][CH:7]1[c:8]1[cH:9][cH:10][cH:11][cH:12][cH:13]1. Reactants: C(#N)C=1SC2=C(N1)C=CC(=C2)O (2-cyano-6-hydroxybenzothiazole), C(C=C)Br (allyl bromide). Product: C(C=C)OC1=CC2=C(N=C(S2)C#N)C=C1 (6-allyloxy-benzothiazole-2-carbonitrile). As a reaction SMILES: [C:1]([C:3]1[S:4][C:5]2[CH:11]=[C:10]([OH:12])[CH:9]=[CH:8][C:6]=2[N:7]=1)#[N:2].[CH2:13](Br)[CH:14]=[CH2:15]>>[CH2:15]([O:12][C:10]1[CH:9]=[CH:8][C:6]2[N:7]=[C:3]([C:1]#[N:2])[S:4][C:5]=2[CH:11]=1)[CH:14]=[CH2:13]. Procedure: In greater detail, 2-cyano-6-methoxybenzothiazole is used as a starting material and reacted with pyridine hydrochloride to yield 2-cyano-6-hydroxybenzothiazole. Next, the 2-cyano-6-hydroxybenzothiazole is reacted with allyl bromide to yield 6-allyloxy-benzothiazole-2-carbonitrile.